From a dataset of the Open Reaction Database (ORD), a public repository of structured organic reaction records. describe an organic reaction: reactants, conditions, products, and yield The reactants are CN(C)C=O, Clc1ccnc2ccccc12, Cl, O, c1nc[nH]n1, c1nc[nH]n1. The product is c1ccc2c(-n3cncn3)ccnc2c1. RXN SMILES: [CH3:24][N:25]([CH3:26])[CH:27]=[O:28].[Cl:1][c:2]1[cH:3][cH:4][n:5][c:6]2[cH:7][cH:8][cH:9][cH:10][c:11]12.[ClH:17].[OH2:23].[nH:12]1[n:13][cH:14][n:15][cH:16]1.[nH:18]1[cH:19][n:20][cH:21][n:22]1>>[c:2]1(-[n:12]2[n:13][cH:14][n:15][cH:16]2)[cH:3][cH:4][n:5][c:6]2[cH:7][cH:8][cH:9][cH:10][c:11]12.